Dataset: the Open Reaction Database (ORD), a public repository of structured organic reaction records. Task: describe an organic reaction: reactants, conditions, products, and yield Starting materials: C1(CC1)C(C(C(=O)C1=C(C(=C(C=C1)F)F)S(=O)(=O)C)=COCC)=O (3-cyclopropyl-1-[3,4-difluoro-2-(methylsulphonyl)phenyl]-2-ethoxymethylenepropane-1,3-dione), Cl.NO (hydroxylamine hydrochloride), C(C)(=O)[O-].[Na+] (Sodium acetate). Run in C(C)O (ethanol). Conditions: time 2.5 hour. Yields the product C1(CC1)C1=C(C=NO1)C(C1=C(C(=C(C=C1)F)F)S(=O)(=O)C)=O (5-cyclopropyl-4-(3,4-difluoro-2-methylsulphonylbenzoyl)isoxazole). Isolated yield 58.7%. Reaction SMILES: C([O-])(=O)C.[Na+].[CH:6]1([C:9](=[O:29])[C:10](=[CH:25]OCC)[C:11]([C:13]2[CH:18]=[CH:17][C:16]([F:19])=[C:15]([F:20])[C:14]=2[S:21]([CH3:24])(=[O:23])=[O:22])=[O:12])[CH2:8][CH2:7]1.Cl.[NH2:31]O>C(O)C>[CH:6]1([C:9]2[O:29][N:31]=[CH:25][C:10]=2[C:11](=[O:12])[C:13]2[CH:18]=[CH:17][C:16]([F:19])=[C:15]([F:20])[C:14]=2[S:21]([CH3:24])(=[O:23])=[O:22])[CH2:8][CH2:7]1 |f:0.1,3.4|. Procedure details: Sodium acetate (0.31 g) was added with stirring to a mixture of 3-cyclopropyl-1-[3,4-difluoro-2-(methylsulphonyl)phenyl]-2-ethoxymethylenepropane-1,3-dione (1.1 g) and hydroxylamine hydrochloride (0.26 g) in ethanol. The mixture was stirred for 2.5 hours. The mixture was evaporated to dryness and the residue was suspended in ethyl acetate, washed with water, dried (anhydrous MgSO4) and filtered. The filtrate was evaporated to dryness. The residue was triturated with n-hexane and filtered to give... Reactants: Clc1nc(Cl)c(Cl)c(Cl)c1Cl, Nc1ccc([N+](=O)[O-])cc1C(F)(F)F, CN(C)C=O. The product is O=[N+]([O-])c1ccc(Nc2c(Cl)c(Cl)nc(Cl)c2Cl)c(C(F)(F)F)c1. As a reaction SMILES: [Cl:15][c:16]1[c:17]([Cl:25])[c:18]([Cl:24])[c:19]([Cl:23])[c:20]([Cl:22])[n:21]1.[N+:1](=[O:2])([O-:3])[c:4]1[cH:5][c:6]([C:11]([F:12])([F:13])[F:14])[c:7]([NH2:8])[cH:9][cH:10]1.[O:26]=[CH:27][N:28]([CH3:29])[CH3:30]>>[N+:1](=[O:2])([O-:3])[c:4]1[cH:5][c:6]([C:11]([F:12])([F:13])[F:14])[c:7]([NH:8][c:18]2[c:17]([Cl:25])[c:16]([Cl:15])[n:21][c:20]([Cl:22])[c:19]2[Cl:23])[cH:9][cH:10]1. Starting materials: NS(=O)(=O)C1=CC(=C(C=C1)C=1N=C2N(N=C(C=C2)Cl)C1)OC (2-(4-aminosulphonyl-2-methoxyphenyl)-6-chloro-imidazo[1,2-b]pyridazine), [H][H] (hydrogen). Reagents/catalysts: [Pd] (Pd/C). The product is NS(=O)(=O)C1=CC(=C(C=C1)C=1N=C2N(N=CC=C2)C1)OC (2-(4-Aminosulphonyl-2-methoxy-phenyl)-imidazo[1,2-b]pyridazine). Reaction SMILES: [NH2:1][S:2]([C:5]1[CH:10]=[CH:9][C:8]([C:11]2[N:12]=[C:13]3[CH:18]=[CH:17][C:16](Cl)=[N:15][N:14]3[CH:20]=2)=[C:7]([O:21][CH3:22])[CH:6]=1)(=[O:4])=[O:3].[H][H]>[Pd]>[NH2:1][S:2]([C:5]1[CH:10]=[CH:9][C:8]([C:11]2[N:12]=[C:13]3[CH:18]=[CH:17][CH:16]=[N:15][N:14]3[CH:20]=2)=[C:7]([O:21][CH3:22])[CH:6]=1)(=[O:4])=[O:3]. Procedure details: Prepared from 2-(4-aminosulphonyl-2-methoxyphenyl)-6-chloro-imidazo[1,2-b]pyridazine and hydrogen in the presence of Pd/C analogously to Example 54.